This data is from the Open Reaction Database (ORD), a public repository of structured organic reaction records. The task is: describe an organic reaction: reactants, conditions, products, and yield Product: COC(=O)C1C2C(OC1=O)COC2OC (4-methoxy-2-oxo-hexahydro-furo[3,4-b]furan-3-carboxylic acid methyl ester). Procedure details: Due to the fact that the obtained di-carboxylated intermediate is a viscous oil, i.e. 2-(2,2-dimethyl-[1,3]dioxolan-4-ylmethylene)-malonic acid dimethyl ester, it needs to be introduced into the subsequent Michael addition as a solution in methanol. Methanol distillation after quench into aqueous NaHCO3 solution, after the acidic Nef and cyclization reactions, but before extraction with an organic solvent such as ethyl acetate has disadvantages. Since the intermediate resulting from the acidic N... Reaction SMILES: C[O:2][C:3](=[O:17])[C:4](=[CH:9][CH:10]1[CH2:14][O:13][C:12](C)(C)[O:11]1)[C:5]([O:7][CH3:8])=[O:6].[CH3:18]O>>[CH3:8][O:7][C:5]([CH:4]1[C:3](=[O:2])[O:17][CH:10]2[CH2:14][O:13][CH:12]([O:11][CH3:18])[CH:9]12)=[O:6]. Starting materials: COC(C(C(=O)OC)=CC1OC(OC1)(C)C)=O (2-(2,2-dimethyl-[1,3]dioxolan-4-ylmethylene)-malonic acid dimethyl ester), CO (methanol). Reactants: O.NN (hydrazine hydrate), C1(CCCCC1)NC(SC)=C(C#N)C#N (2-((cyclohexylamino)(methylthio)methylene)malononitrile), ice water. Run in CCO (EtOH). The product is NC1=C(C(=NN1)NC1CCCCC1)C#N (5-amino-3-(cyclohexylamino)-1H-pyrazole-4-carbonitrile). RXN SMILES: [CH:1]1([NH:7][C:8](=[C:11]([C:14]#[N:15])[C:12]#[N:13])SC)[CH2:6][CH2:5][CH2:4][CH2:3][CH2:2]1.O.[NH2:17][NH2:18]>CCO>[NH2:13][C:12]1[NH:18][N:17]=[C:8]([NH:7][CH:1]2[CH2:6][CH2:5][CH2:4][CH2:3][CH2:2]2)[C:11]=1[C:14]#[N:15] |f:1.2|. Reported procedure: Dissolved 2-((cyclohexylamino)(methylthio)methylene)malononitrile in EtOH (100 mL) and added hydrazine hydrate (1 eq), then heated to reflux until complete by TLC (absence of starting material, 18 hrs). Poured into ice water and filtered to obtain 5-amino-3-(cyclohexylamino)-1H-pyrazole-4-carbonitrile as a yellow powder. As a reaction SMILES: [C:1]1(CO)(CO)[CH2:6]CCC[CH2:2]1.C1(CO)CCC(CO)CC1.[CH:21]1([C:31]([O:33][CH3:34])=[O:32])[CH2:26][CH2:25][CH:24](C(OC)=O)[CH2:23][CH2:22]1>>[O:33]([CH3:34])[C:31]([CH2:21][CH2:26][CH2:25][CH2:24][CH2:23][CH2:22][CH2:2][CH2:1][CH3:6])=[O:32]. Yields the product O(C(=O)CCCCCCCCC)C (methyl caprate). Reactants: C1(CCCCC1)(CO)CO (cyclohexanedimethanol), C1(CCC(CC1)C(=O)OC)C(=O)OC (dimethyl 1,4-cyclohexanedicarboxylate), C1(CCC(CC1)CO)CO (1,4-cyclohexanedimethanol), dialkyl cyclohexanedicarboxylate. Procedure: A process according to claim 20, in which the cyclohexanedimethanol is 1,4-cyclohexanedimethanol, the dialkyl cyclohexanedicarboxylate is dimethyl 1,4-cyclohexanedicarboxylate, the hydrogenation zone is maintained at a temperature of from about 200° C. to about 260° C. and a pressure of from about 450 psia (about 31.03 bar) to about 1000 psia (about 68.95 bar). Reactants: OS(=O)(=O)O (H2SO4), CC1=C(N)C=CC(=C1[N+](=O)[O-])C (2,4-dimethyl-3-nitroaniline), OS(=O)(=O)O (H2SO4), N(=O)[O-].[Na+] (sodium nitrite). The solvent is O (H2O), O (H2O). Conditions: temperature 0 celsius. Product: CC1=C(C=CC(=C1[N+](=O)[O-])C)O (2,4-dimethyl-3-nitrophenol). RXN SMILES: [CH3:1][C:2]1[C:8]([N+:9]([O-:11])=[O:10])=[C:7]([CH3:12])[CH:6]=[CH:5][C:3]=1N.[OH:13]S(O)(=O)=O.N([O-])=O.[Na+]>O>[CH3:1][C:2]1[C:8]([N+:9]([O-:11])=[O:10])=[C:7]([CH3:12])[CH:6]=[CH:5][C:3]=1[OH:13] |f:2.3|. Reported procedure: 2,4-dimethyl-3-nitroaniline (105.6 g) is added to a reaction mixture containing 300 ml of H2SO4 and 300 ml of H2O. The reaction mixture is stirred at a temperature of 105°-108° C. for one half hour and then cooled to 0° C. A solution of sodium nitrite (52.6 g) in H2O (124 ml) is added dropwise. After addition is complete the reaction mixture is poured into a 50% aqueous H2SO4 solution (2,000 ml) and refluxed for one and one half hours. The reaction mixture is cooled over the weekend to ambient t...